Task: describe an organic reaction: reactants, conditions, products, and yield. Dataset: the Open Reaction Database (ORD), a public repository of structured organic reaction records Reactants: C12H13N3O3, COC=1C=C(C=CC1OC)C(C(C(C)=O)=NO)=O (1-(3,4-Dimethoxyphenyl)butane-1,2,3-trione 2-oxime), C([O-])([O-])=O.[Na+].[Na+] (sodium carbonate), NN (hydrazine). The solvent is C(C)(=O)O (acetic acid). Run at temperature 60 celsius, time 2 hour. Procedure details: 6.77 g of 1-(3,4-dimethoxyphenyl)butane-1,2,3-trione 2-oxime (42) were dissolved in 54 ml of acetic acid, after which 0.96 g of hydrazine was added dropwise at RT and the mixture was subsequently stirred at 60° C. for 2 h. Ice was added to the reaction solution, which was then neutralized with sodium carbonate and extracted with MTB-ether. The organic phase was dried over magnesium sulfate and subjected to rotary evaporation. The following was obtained: 43. C12H13N3O3 (247.26); MS (ESI) 248 (M+H... Yields the product COC=1C=C(C=CC1OC)C1=C(C(=NN1)C)[N+](=O)[O-] (5-(3,4-Dimethoxyphenyl)-3-methyl-4-nitro-1H-pyrazole). As a reaction SMILES: [CH3:1][O:2][C:3]1[CH:4]=[C:5]([C:11](=O)[C:12](=[N:16][OH:17])[C:13](=O)[CH3:14])[CH:6]=[CH:7][C:8]=1[O:9][CH3:10].[NH2:19][NH2:20].C(=O)([O-])[O-:22].[Na+].[Na+]>C(O)(=O)C>[CH3:1][O:2][C:3]1[CH:4]=[C:5]([C:11]2[NH:20][N:19]=[C:13]([CH3:14])[C:12]=2[N+:16]([O-:17])=[O:22])[CH:6]=[CH:7][C:8]=1[O:9][CH3:10] |f:2.3.4|. The reactants are BrC=1C=C(C=CC1)CC(=O)O (3-bromophenylacetic acid), S(=O)(Cl)Cl (thionyl chloride), CO (MeOH). Run at temperature 65 celsius, time 5 hour. Product: COC(CC1=CC(=CC=C1)Br)=O ((3-Bromo-phenyl)acetic acid methyl ester). As a reaction SMILES: [Br:1][C:2]1[CH:3]=[C:4]([CH2:8][C:9]([OH:11])=[O:10])[CH:5]=[CH:6][CH:7]=1.S(Cl)(Cl)=O.[CH3:16]O>>[CH3:16][O:10][C:9](=[O:11])[CH2:8][C:4]1[CH:5]=[CH:6][CH:7]=[C:2]([Br:1])[CH:3]=1. Procedure details: To 3-bromophenylacetic acid (5.027 g, 23.4 mmol) in MeOH (50 mL) was added thionyl chloride (3.4 mL, 46.8 mmol), and the reaction was stirred at 65° C. for 5 hours. Once no starting material was seen by analytical LCMS, the mixture was concentrated and the residue was partitioned between CH2Cl2 and saturated aqueous NaHCO3. 1N Aqueous NaOH was added to adjust the pH to basic, and the aqueous layer was separated and extracted with CH2Cl2. The combined organic layers were washed with H2O, dried ov... Reactants: FC=1C(=NC=CN1)C1(CCOCC1)O (4-(3-fluoropyrazin-2-yl)tetrahydro-2H-pyran-4-ol), S1C(=NC2=C1C=CC=C2)NC2=CC=C(C=C2)O (4-(benzo[d]thiazol-2-ylamino)phenol), C([O-])([O-])=O.[Cs+].[Cs+] (cesium carbonate). Solvent: CS(=O)C (DMSO), C(Cl)Cl (DCM). Reaction conditions: temperature 80 celsius. Product: S1C(=NC2=C1C=CC=C2)NC2=CC=C(OC=1C(=NC=CN1)C1(CCOCC1)O)C=C2 (4-(3-(4-(BENZO[D]THIAZOL-2-YLAMINO)PHENOXY)PYRAZIN-2-YL)TETRAHYDRO-2H-PYRAN-4-OL). Reaction SMILES: F[C:2]1[C:3]([C:8]2([OH:14])[CH2:13][CH2:12][O:11][CH2:10][CH2:9]2)=[N:4][CH:5]=[CH:6][N:7]=1.[S:15]1[C:19]2[CH:20]=[CH:21][CH:22]=[CH:23][C:18]=2[N:17]=[C:16]1[NH:24][C:25]1[CH:30]=[CH:29][C:28]([OH:31])=[CH:27][CH:26]=1.C(=O)([O-])[O-].[Cs+].[Cs+]>CS(C)=O.C(Cl)Cl>[S:15]1[C:19]2[CH:20]=[CH:21][CH:22]=[CH:23][C:18]=2[N:17]=[C:16]1[NH:24][C:25]1[CH:30]=[CH:29][C:28]([O:31][C:2]2[C:3]([C:8]3([OH:14])[CH2:13][CH2:12][O:11][CH2:10][CH2:9]3)=[N:4][CH:5]=[CH:6][N:7]=2)=[CH:27][CH:26]=1 |f:2.3.4|. Reported procedure: To a solution of 4-(3-fluoropyrazin-2-yl)tetrahydro-2H-pyran-4-ol (0.1 g, 0.505 mmol) in DMSO (1 mL) was added 4-(benzo[d]thiazol-2-ylamino)phenol (0.183 g, 0.757 mmol) and cesium carbonate (0.329 g, 1.009 mmol). The resulting mixture was heated to 80° C. overnight. Reaction mixture was diluted with DCM and washed with alternating washes of water and brine to remove DMSO. Purification by Biotage (0-10% MeOH/DCM) produced product. MS (ESI, pos. ion) m/z: 421.1 (M+1). IC50 (uM) +++++. The reactants are ClC1=C(C=CC(=C1)Cl)N1C(N(C2=NC(=NC=C2C1)NC1=CC=C(C=C1)OCCN(CC)CC)C1=CC(=CC=C1)CCOS(=O)(=O)C)=O (3-(2,4-dichlorophenyl)-7-[4-[2-(diethylamino) ethoxy]anilino]-3,4-dihydro-1-[3-(2-methanesulfonyloxyethyl)phenyl]pyrimido[4,5-d]pyrimidin-2(1H)-one), C1(C=2C(C(N1)=O)=CC=CC2)=O.[K] (potassium phthalimide). Run in CN(C=O)C (dimethylformamide). Reaction conditions: temperature 90 celsius. Product: ClC1=C(C=CC(=C1)Cl)N1C(N(C2=NC(=NC=C2C1)NC1=CC=C(C=C1)OCCN(CC)CC)C1=CC(=CC=C1)CCN1C(C=2C(C1=O)=CC=CC2)=O)=O (3-(2,4-dichlorophenyl)-7-[4-[2-(diethylamino)ethoxy]anilino]-3,4-dihydro-1-[3-(2-phthalimidoethyl)phenyl]pyrimido[4,5-d]pyrimidin-2(1H)-one). The yield is 95.2%. As a reaction SMILES: [Cl:1][C:2]1[CH:7]=[C:6]([Cl:8])[CH:5]=[CH:4][C:3]=1[N:9]1[CH2:18][C:17]2[C:12](=[N:13][C:14]([NH:19][C:20]3[CH:25]=[CH:24][C:23]([O:26][CH2:27][CH2:28][N:29]([CH2:32][CH3:33])[CH2:30][CH3:31])=[CH:22][CH:21]=3)=[N:15][CH:16]=2)[N:11]([C:34]2[CH:39]=[CH:38][CH:37]=[C:36]([CH2:40][CH2:41]OS(C)(=O)=O)[CH:35]=2)[C:10]1=[O:47].[C:48]1(=[O:58])[NH:52][C:51](=[O:53])[C:50]2=[CH:54][CH:55]=[CH:56][CH:57]=[C:49]12.[K]>CN(C)C=O>[Cl:1][C:2]1[CH:7]=[C:6]([Cl:8])[CH:5]=[CH:4][C:3]=1[N:9]1[CH2:18][C:17]2[C:12](=[N:13][C:14]([NH:19][C:20]3[CH:21]=[CH:22][C:23]([O:26][CH2:27][CH2:28][N:29]([CH2:30][CH3:31])[CH2:32][CH3:33])=[CH:24][CH:25]=3)=[N:15][CH:16]=2)[N:11]([C:34]2[CH:39]=[CH:38][CH:37]=[C:36]([CH2:40][CH2:41][N:52]3[C:48](=[O:58])[C:49]4=[CH:57][CH:56]=[CH:55][CH:54]=[C:50]4[C:51]3=[O:53])[CH:35]=2)[C:10]1=[O:47] |f:1.2,^1:58|. Procedure details: A solution of 50 mg (0.07 mmol) of 3-(2,4-dichlorophenyl)-7-[4-[2-(diethylamino) ethoxy]anilino]-3,4-dihydro-1-[3-(2-methanesulfonyloxyethyl)phenyl]pyrimido[4,5-d]pyrimidin-2(1H)-one in 5 ml of dimethylformamide was treated with 17 mg (0.09 mmol) of potassium phthalimide and the mixture was heated at 90° C. for 1 hour. The mixture was cooled and evaporated. The residue was partitioned between 20 ml of ethyl acetate and 20 ml of water. The organic phase was dried over magnesium sulfate and evapor... Starting materials: OO (hydrogen peroxide), C1(=CC=CC=C1)O (phenol), C(C(C)C)C(=O)C (methyl isobutyl ketone). Reaction conditions: temperature 100 celsius, time 30 minute. Yields the product C=1(O)C(O)=CC=CC1 (catechol), C1(O)=CC=C(O)C=C1 (hydroquinone). As a reaction SMILES: [C:1]1([OH:7])[CH:6]=[CH:5][CH:4]=[CH:3][CH:2]=1.C(C(C)=[O:13])C(C)C.OO>>[C:1]1([C:6](=[CH:5][CH:4]=[CH:3][CH:2]=1)[OH:13])[OH:7].[C:1]1([CH:6]=[CH:5][C:4]([OH:13])=[CH:3][CH:2]=1)[OH:7]. Procedure details: In a 300 ml four-necked flask equipped with a stirrer, a condenser, and a thermometer were charged 65.8 g (0.7 mol) of phenol, 3.5 g (0.035 mol) of methyl isobutyl ketone, and 50 mg of each of the compounds shown in Table 1 below as a catalyst. The mixture was heated to 100° C., and 1.98 g (0.035 mol) of 60 wt % aqueous hydrogen peroxide was added thereto, followed by stirring for 30 minutes. The resulting reaction mixture was analyzed by gas chromatography to obtain yields of catechol and hydro... Starting materials: C(C)(C)(C)OC(=O)N1CCC(CC1)N1N=CC=2C1=NC=NC2Cl (4-(4-chloro-pyrazolo[3,4-d]pyrimidin-1-yl)-piperidine-1-carboxylic acid tert-butyl ester), C(C)(C)(C)OC(=O)N1CCC(CC1)N1N=CC=2C1=NC=NC2Cl (4-(4-chloro-pyrazolo[3,4-d]pyrimidin-1-yl)-piperidine-1-carboxylic acid tert-butyl ester), FC=1C=C(C=CC1)O (3-fluorophenol). The solvent is CN(C=O)C (dimethylformamide). The product is C(C)(C)(C)OC(=O)N1CCC(CC1)N1N=CC=2C1=NC=NC2OC2=CC(=CC=C2)F (4-[4-(3-Fluoro-phenoxy)-pyrazolo[3,4-d]pyrimidin-1-yl]-piperidine-1-carboxylic acid tert-butyl ester). Reaction SMILES: [C:1]([O:5][C:6]([N:8]1[CH2:13][CH2:12][CH:11]([N:14]2[C:18]3=[N:19][CH:20]=[N:21][C:22](Cl)=[C:17]3[CH:16]=[N:15]2)[CH2:10][CH2:9]1)=[O:7])([CH3:4])([CH3:3])[CH3:2].[F:24][C:25]1[CH:26]=[C:27]([OH:31])[CH:28]=[CH:29][CH:30]=1>CN(C)C=O>[C:1]([O:5][C:6]([N:8]1[CH2:13][CH2:12][CH:11]([N:14]2[C:18]3=[N:19][CH:20]=[N:21][C:22]([O:31][C:27]4[CH:28]=[CH:29][CH:30]=[C:25]([F:24])[CH:26]=4)=[C:17]3[CH:16]=[N:15]2)[CH2:10][CH2:9]1)=[O:7])([CH3:4])([CH3:3])[CH3:2]. Procedure details: 4-[4-(3-Fluoro-phenoxy)-pyrazolo[3,4-d]pyrimidin-1-yl]-piperidine-1-carboxylic acid tert-butyl ester was prepared according to General Procedure B by the reaction of 4-(4-chloro-pyrazolo[3,4-d]pyrimidin-1-yl)-piperidine-1-carboxylic acid tert-butyl ester (Intermediate 19) with 3-fluorophenol (available from Aldrich Chemical Company, Inc., Milwaukee, Wis., USA) in dimethylformamide. 1H NMR (400 MHz, DMSO-d6) δ 1.43 (s, 9H), 1.93-2.08 (m, 4H), 2.97-3.07 (m, 2H), 4.05-4.15 (m, 2H), 4.98-5.03 (m, 1H... Reactants: [N+](=O)([O-])C1=CC2=C(NS(O2)(=O)=O)C=C1 (6-nitro-3H-benzo[1,2,3]oxathiazole 2,2-dioxide). Reagents/catalysts: [Pd] (Pd-C). Run in CO (methanol). The product is NC1=CC2=C(NS(O2)(=O)=O)C=C1 (6-Amino-3H-benzo[1,2,3]oxathiazole 2,2-dioxide). Reaction SMILES: [N+:1]([C:4]1[CH:14]=[CH:13][C:7]2[NH:8][S:9](=[O:12])(=[O:11])[O:10][C:6]=2[CH:5]=1)([O-])=O>CO.[Pd]>[NH2:1][C:4]1[CH:14]=[CH:13][C:7]2[NH:8][S:9](=[O:12])(=[O:11])[O:10][C:6]=2[CH:5]=1. Reported procedure: A solution of 6-nitro-3H-benzo[1,2,3]oxathiazole 2,2-dioxide (example 5) (8.1 g, 37 mmol) in methanol (250 ml) is hydrogenated at atmospheric pressure in the presence of Pd-C. The catalyst is then filtered off, the clear solution is treated with methanolic HCl (1 N) and the solvent is distilled off under reduced pressure. The residue is dissolved in ethanol and the product crystallizes after addition of diethyl ether. The reactants are O.OC[C@H]1COC=2C(=C3CC(NC3=CC2)=O)O1 ((2S)-2-(hydroxymethyl)-2,3,8,9-tetrahydro-7H-[1,4]dioxino[2,3-e]indol-8-one hydrate). Reported procedure: A 200 mL flask is charged with (2S)-2-(hydroxymethyl)-2,3,8,9-tetrahydro-7H-[1,4]dioxino[2,3-e]indol-8-one hydrate (9.37 g, 39.2 mmol) and pyridine (60 mL). The pyridine is removed by rotary evaporation to give (2S)-2-(hydroxymethyl)-2,3,8,9-tetrahydro-7H-[1,4]dioxino[2,3-e]indol-8-one as a brown paste. The residue is dissolved in fresh pyridine (60 mL), the solution is heated to 30° C., and p-toluenesulfonyl chloride (11.20 g, 58.8 mmol) in toluene (23.5 mL) is added over 30 min. The solution i... Solvent: N1=CC=CC=C1 (pyridine). Yields the product OC[C@H]1COC=2C(=C3CC(NC3=CC2)=O)O1 ((2S)-2-(hydroxymethyl)-2,3,8,9-tetrahydro-7H-[1,4]dioxino[2,3-e]indol-8-one). Reaction SMILES: O.[OH:2][CH2:3][C@@H:4]1[O:17][C:8]2=[C:9]3[C:13](=[CH:14][CH:15]=[C:7]2[O:6][CH2:5]1)[NH:12][C:11](=[O:16])[CH2:10]3>N1C=CC=CC=1>[OH:2][CH2:3][C@@H:4]1[O:17][C:8]2=[C:9]3[C:13](=[CH:14][CH:15]=[C:7]2[O:6][CH2:5]1)[NH:12][C:11](=[O:16])[CH2:10]3 |f:0.1|.